describe an organic reaction: reactants, conditions, products, and yield From a dataset of the Open Reaction Database (ORD), a public repository of structured organic reaction records. The reactants are C(C)(=O)C1CN(C1)C(=O)OC(C)(C)C (tert-butyl 3-acetylazetidine-1-carboxylate), [BH4-].[Na+] (NaBH4). Run in CO (MeOH). Reaction conditions: time 15 minute. The product is OC(C)C1CN(C1)C(=O)OC(C)(C)C (tert-butyl 3-(1-hydroxyethyl)azetidine-1-carboxylate). The yield is 99.4%. RXN SMILES: [C:1]([CH:4]1[CH2:7][N:6]([C:8]([O:10][C:11]([CH3:14])([CH3:13])[CH3:12])=[O:9])[CH2:5]1)(=[O:3])[CH3:2].[BH4-].[Na+]>CO>[OH:3][CH:1]([CH:4]1[CH2:7][N:6]([C:8]([O:10][C:11]([CH3:12])([CH3:14])[CH3:13])=[O:9])[CH2:5]1)[CH3:2] |f:1.2|. Reported procedure: To a 100 ml round bottom flask was added tert-butyl 3-acetylazetidine-1-carboxylate (2.06, 10.3 mmol) and 30 ml MeOH. NaBH4 (0.403 g, 10.6 mmol) was added in portions. The resulting reaction mixture was stirred at room temperature for 15 minutes. The volatiles were removed under vacuum. The residue was treated with 50 ml 10% KOH and extracted with 2×50 ml ethyl acetate. The organics were combined and dried over sodium sulfate, filtered and concentrated. The residue was purified on silica gel col... The reactants are CN, Cl, CNCC(O)C(c1ccccc1)n1ccc2ccccc21. Yields the product Cl, CNCC(O)C(c1ccccc1)n1cc(C)c2ccccc21. RXN SMILES: [CH3:23][NH2:24].[ClH:1].[n:2]1([CH:11]([CH:12]([CH2:13][NH:14][CH3:15])[OH:16])[c:17]2[cH:18][cH:19][cH:20][cH:21][cH:22]2)[cH:3][cH:4][c:5]2[cH:6][cH:7][cH:8][cH:9][c:10]12>>[ClH:1].[n:2]1([CH:11]([CH:12]([CH2:13][NH:14][CH3:15])[OH:16])[c:17]2[cH:18][cH:19][cH:20][cH:21][cH:22]2)[cH:3][c:4]([CH3:23])[c:5]2[cH:6][cH:7][cH:8][cH:9][c:10]12.